From a dataset of the Open Reaction Database (ORD), a public repository of structured organic reaction records. describe an organic reaction: reactants, conditions, products, and yield The reactants are CCO, CS(=O)(=O)OCCCn1cc(C2=C(c3ccccc3[N+](=O)[O-])C(=O)NC2=O)c2ccccc21, NC(N)=S. The product is CS(=O)(=O)O, N=C(N)SCCCn1cc(C2=C(c3ccccc3[N+](=O)[O-])C(=O)NC2=O)c2ccccc21. As a reaction SMILES: [CH3:38][CH2:39][OH:40].[CH3:5][S:6](=[O:7])(=[O:8])[O:9][CH2:10][CH2:11][CH2:12][n:13]1[cH:14][c:15]([C:22]2=[C:26]([c:27]3[c:28]([N+:33](=[O:34])[O-:35])[cH:29][cH:30][cH:31][cH:32]3)[C:25](=[O:36])[NH:24][C:23]2=[O:37])[c:16]2[cH:17][cH:18][cH:19][cH:20][c:21]12.[NH2:1][C:2]([NH2:3])=[S:4]>>[CH3:5][S:6](=[O:7])(=[O:8])[OH:9].[NH2:1][C:2](=[NH:3])[S:4][CH2:10][CH2:11][CH2:12][n:13]1[cH:14][c:15]([C:22]2=[C:26]([c:27]3[c:28]([N+:33](=[O:34])[O-:35])[cH:29][cH:30][cH:31][cH:32]3)[C:25](=[O:36])[NH:24][C:23]2=[O:37])[c:16]2[cH:17][cH:18][cH:19][cH:20][c:21]12. The reactants are C(C)(C)(C)O[C@H](C(=O)OC)C1=C2N3CCC(OC\C=C/C[C@@H](OC=4C=C(C(=CC4C4=CC=CC(C5=CN2C(C(=C1C)C)=N5)=C4)F)F)C)(CC3)C (methyl(2S)-2-(tert-butoxy)-2-[(22S,24Z)-17,18-difluoro-4,5,22,28-tetramethyl-21,27-dioxa-1,7,34-triazahexacyclo[26.2.2.16,9.110,14.02,7.015,20]tetratriaconta-2,4,6(34),8,10(33),11,13,15(20),16,18,24-undecaen-3-yl]acetate), C(C)(C)(C)O[C@H](C(=O)OC)C1=C2N3CCC(OCCCC[C@@H](OC=4C=C(C=CC4C4=CC=CC(C5=CN2C(C=C1C)=N5)=C4)F)C)(CC3)C (methyl(2S)-2-(tert-butoxy)-2-[(22S)-18-fluoro-4,22,28-trimethyl-21,27-dioxa-1,7,34-triazahexacyclo[26.2.2.16,9.110,14.02,7.015,20]tetratriaconta-2,4,6(34),8,10(33),11,13,15(20),16,18-decaen-3-yl]acetate). Product: C(C)(C)(C)O[C@H](C(=O)OC)C1=C2N3CCC(OCCCC[C@@H](OC=4C=C(C(=CC4C4=CC=CC(C5=CN2C(C(=C1C)C)=N5)=C4)F)F)C)(CC3)C (Methyl(2S)-2-(tert-butoxy)-2-[(22S)-17,18-difluoro-4,5,22,28-tetramethyl-21,27-dioxa-1,7,34-triazahexacyclo[26.2.2.16,9.110,14.02,7.015,20]tetratriaconta-2,4,6(34),8,10(33),11,13,15(20),16,18-decaen-3-yl]acetate). Yield: 85.0%. RXN SMILES: [C:1]([O:5][C@@H:6]([C:11]1[C:40]([CH3:41])=[C:39]([CH3:42])[C:38]2=[N:43][C:35]3=[CH:36][N:37]2[C:12]=1[N:13]1[CH2:49][CH2:48][C:16]([CH3:50])([O:17][CH2:18][CH:19]=[CH:20][CH2:21][C@H:22]([CH3:47])[O:23][C:24]2[CH:25]=[C:26]([F:46])[C:27]([F:45])=[CH:28][C:29]=2[C:30]2[CH:44]=[C:34]3[CH:33]=[CH:32][CH:31]=2)[CH2:15][CH2:14]1)[C:7]([O:9][CH3:10])=[O:8])([CH3:4])([CH3:3])[CH3:2].C(O[C@@H](C1C(C)=CC2=NC3=CN2C=1N1CCC(C)(OCCCC[C@H](C)OC2C=C(F)C=CC=2C2C=C3C=CC=2)CC1)C(OC)=O)(C)(C)C>>[C:1]([O:5][C@@H:6]([C:11]1[C:40]([CH3:41])=[C:39]([CH3:42])[C:38]2=[N:43][C:35]3=[CH:36][N:37]2[C:12]=1[N:13]1[CH2:14][CH2:15][C:16]([CH3:50])([O:17][CH2:18][CH2:19][CH2:20][CH2:21][C@H:22]([CH3:47])[O:23][C:24]2[CH:25]=[C:26]([F:46])[C:27]([F:45])=[CH:28][C:29]=2[C:30]2[CH:44]=[C:34]3[CH:33]=[CH:32][CH:31]=2)[CH2:48][CH2:49]1)[C:7]([O:9][CH3:10])=[O:8])([CH3:4])([CH3:2])[CH3:3]. Procedure details: Prepared in 85% yield from methyl(2S)-2-(tert-butoxy)-2-[(22S,24Z)-17,18-difluoro-4,5,22,28-tetramethyl-21,27-dioxa-1,7,34-triazahexacyclo[26.2.2.16,9.110,14.02,7.015,20]tetratriaconta-2,4,6(34),8,10(33),11,13,15(20),16,18,24-undecaen-3-yl]acetate following the procedure for methyl(2S)-2-(tert-butoxy)-2-[(22S)-18-fluoro-4,22,28-trimethyl-21,27-dioxa-1,7,34-triazahexacyclo[26.2.2.16,9.110,14.02,7.015,20]tetratriaconta-2,4,6(34),8,10(33),11,13,15(20),16,18-decaen-3-yl]acetate. LCMS (ESI, M+1): 690... The reactants are COC(C1=CC=C(C=C1)C#C[Si](C)(C)C)=O (4-trimethylsilanylethynyl-benzoic acid methyl ester), [F-].C(CCC)[N+](CCCC)(CCCC)CCCC (tetrabutylammonium fluoride), C(C)(=O)O (acetic acid). The solvent is C1CCOC1 (THF), C(C)(=O)OCC (ethyl acetate). Run at time 25 minute. Yields the product COC(C1=CC=C(C=C1)C#C)=O (4-ethynyl-benzoic acid methyl ester). Isolated yield 79.9%. RXN SMILES: [CH3:1][O:2][C:3](=[O:16])[C:4]1[CH:9]=[CH:8][C:7]([C:10]#[C:11][Si](C)(C)C)=[CH:6][CH:5]=1.[F-].C([N+](CCCC)(CCCC)CCCC)CCC.C(O)(=O)C>C1COCC1.C(OCC)(=O)C>[CH3:1][O:2][C:3](=[O:16])[C:4]1[CH:9]=[CH:8][C:7]([C:10]#[CH:11])=[CH:6][CH:5]=1 |f:1.2|. Procedure: To a solution of 4-trimethylsilanylethynyl-benzoic acid methyl ester (4.65 g, 20 mmol) (reference example 47) in THF (40 mL) is added (1M) tetrabutylammonium fluoride (3 mL, 30 mmol) and acetic acid (1.9 mL, 33 mmol). The resulting solution is stirred for 25 min, diluted with ethyl acetate, washed with water and brine, dried over MgSO4 and concentrated. The residue is purified by flash chromatography (eluting with 10% ether, 10% dichloromethane in hexanes) to give 2.56 g of title compound as a p... Starting materials: COc1ccc(-c2cc3ccccc3o2)c2ccccc12, CC(=O)Cl. Yields the product COc1ccc(-c2oc3ccccc3c2C(C)=O)c2ccccc12. As a reaction SMILES: [CH3:1][O:2][c:3]1[cH:4][cH:5][c:6](-[c:13]2[o:14][c:15]3[c:16]([cH:17]2)[cH:18][cH:19][cH:20][cH:21]3)[c:7]2[cH:8][cH:9][cH:10][cH:11][c:12]12.[CH3:22][C:23]([Cl:24])=[O:25]>>[CH3:1][O:2][c:3]1[cH:4][cH:5][c:6](-[c:13]2[o:14][c:15]3[c:16]([c:17]2[C:23]([CH3:22])=[O:25])[cH:18][cH:19][cH:20][cH:21]3)[c:7]2[cH:8][cH:9][cH:10][cH:11][c:12]12. The reactants are COC(=O)C1=CC2=CC=C(C=C2C=C1)OC[C@H](CO)O (6-((S)-2,3-dihydroxy-propoxy)-naphthalene-2-carboxylic acid methyl ester), COC(C)(C)OC (2,2-dimethoxypropane), C1(=CC=C(C=C1)S(=O)(=O)[O-])C.[NH+]1=CC=CC=C1 (pyridinium p-toluenesulfonate). The solvent is CN(C)C=O (DMF). Run at time 16 hour. The product is COC(=O)C1=CC2=CC=C(C=C2C=C1)OC[C@H]1OC(OC1)(C)C (6-((R)-2,2-Dimethyl-[1,3]dioxolan-4-ylmethoxy)-naphthalene-2-carboxylic acid methyl ester). Reaction SMILES: [CH3:1][O:2][C:3]([C:5]1[CH:14]=[CH:13][C:12]2[C:7](=[CH:8][CH:9]=[C:10]([O:15][CH2:16][C@@H:17]([OH:20])[CH2:18][OH:19])[CH:11]=2)[CH:6]=1)=[O:4].CO[C:23](OC)([CH3:25])[CH3:24].C1(C)C=CC(S([O-])(=O)=O)=CC=1.[NH+]1C=CC=CC=1>CN(C=O)C>[CH3:1][O:2][C:3]([C:5]1[CH:14]=[CH:13][C:12]2[C:7](=[CH:8][CH:9]=[C:10]([O:15][CH2:16][C@@H:17]3[CH2:18][O:19][C:23]([CH3:25])([CH3:24])[O:20]3)[CH:11]=2)[CH:6]=1)=[O:4] |f:2.3|. Procedure details: To 6-((S)-2,3-dihydroxy-propoxy)-naphthalene-2-carboxylic acid methyl ester (0.9 g, 3.26 mmol) in anhydrous DMF (10 ml) is added 2,2-dimethoxypropane (2.0 ml, 16.3 mmol) and pyridinium p-toluenesulfonate (0.08 g, 0.32 mmol) and the reaction mixture is stirred at room temperature for 16 hours. The reaction mixture is concentrated in vacuo and the residue is dissolved in EtOAc. The EtOAc layer is washed with 10% NaHCO3, water, and brine, dried over anhydrous Na2SO4 and the solvent is evaporated in... The reactants are C(C(=O)Cl)(=O)Cl (Oxalyl chloride), C(C1=CC=CC=C1)OC1=CC=C(C=C1)C1=CC=C(C=C1)C(=O)O (4'-benzyloxy-4-biphenylcarboxylic acid). Reagents/catalysts: CN(C=O)C (dimethylformamide). Run in ClCCl (dichloromethane). Reaction conditions: time 12 hour. Yields the product C(C1=CC=CC=C1)OC1=CC=C(C=C1)C1=CC=C(C=C1)C=O (4'-benzyloxy-4-biphenylcarboxaldehyde). The yield is 41.0%. Reaction SMILES: C(Cl)(=O)C(Cl)=O.[CH2:7]([O:14][C:15]1[CH:20]=[CH:19][C:18]([C:21]2[CH:26]=[CH:25][C:24]([C:27](O)=[O:28])=[CH:23][CH:22]=2)=[CH:17][CH:16]=1)[C:8]1[CH:13]=[CH:12][CH:11]=[CH:10][CH:9]=1>CN(C)C=O.ClCCl>[CH2:7]([O:14][C:15]1[CH:20]=[CH:19][C:18]([C:21]2[CH:22]=[CH:23][C:24]([CH:27]=[O:28])=[CH:25][CH:26]=2)=[CH:17][CH:16]=1)[C:8]1[CH:9]=[CH:10][CH:11]=[CH:12][CH:13]=1. Procedure details: Oxalyl chloride (1.72 ml) and dry dimethylformamide (2 drops) were added to a stirred suspension of 4'-benzyloxy-4-biphenylcarboxylic acid (3.04 g) in dry dichloromethane (100 ml). The reaction mixture was stirred for 12 hours at ambient temperature. The mixture was evaporated to dryness. Triphenylphosphine (5.2 g) and bis(triphenylphosphine) copper [I] tetrahydroborate (6.0 g) was added to a solution of the crude product in acetone (150 ml). The mixture was stirred at ambient temperature for 2 ... The reactants are 1.859m, CC(=O)OI1(C=2C=CC=CC2C(=O)O1)(OC(=O)C)OC(=O)C (Dess-Martin), COC(C1=C(N=C(C=C1NC(C(C)O)CC)C)OC1=C(C=C(C=C1C)Cl)C)=O (2-(4-chloro-2,6-dimethyl-phenoxy)-4-(1-ethyl-2-hydroxy-propylamino)-6-methyl-nicotinic acid methyl ester), 899s. The product is COC(C1=C(N=C(C=C1NC(C(C)=O)CC)C)OC1=C(C=C(C=C1C)Cl)C)=O (2-(4-Chloro-2,6-dimethyl-phenoxy)-4-(1-ethyl-2-oxo-propylamino)-6-methyl-nicotinic acid methyl ester). Reaction SMILES: CC(OI1(OC(C)=O)(OC(C)=O)OC(=O)C2C=CC=CC1=2)=O.[CH3:23][O:24][C:25](=[O:50])[C:26]1[C:31]([NH:32][CH:33]([CH2:37][CH3:38])[CH:34]([OH:36])[CH3:35])=[CH:30][C:29]([CH3:39])=[N:28][C:27]=1[O:40][C:41]1[C:46]([CH3:47])=[CH:45][C:44]([Cl:48])=[CH:43][C:42]=1[CH3:49]>>[CH3:23][O:24][C:25](=[O:50])[C:26]1[C:31]([NH:32][CH:33]([CH2:37][CH3:38])[C:34](=[O:36])[CH3:35])=[CH:30][C:29]([CH3:39])=[N:28][C:27]=1[O:40][C:41]1[C:46]([CH3:47])=[CH:45][C:44]([Cl:48])=[CH:43][C:42]=1[CH3:49]. Procedure details: The title compound was prepared by Dess-Martin oxidation of 2-(4-chloro-2,6-dimethyl-phenoxy)-4-(1-ethyl-2-hydroxy-propylamino)-6-methyl-nicotinic acid methyl ester. A white solid was obtained after silica gel column chromatography. 1H NMR(CDCl3) d 8.6(d, 1H), 7.01(s, 2H), 5.899s, 1H), 3.9-4.0(m, 1H), 3.90(s, 3H), 2.17(s, 3H), 2.07(s, 3H), 2.05(s, 3H), 1.859m, 1H), 1,93(m, 1H), 1.00(t, 3H) ppm. Starting materials: [Br-].C(=O)(O)CCCC[P+](C1=CC=CC=C1)(C1=CC=CC=C1)C1=CC=CC=C1 (4-carboxybutyl-triphenyl-phosphonium bromide), OC1OCC2C3CCC(C12)C3 (1-hydroxyoctahydro-4,7-methano-iso-benzofuran), [H-].[Na+] (NaH), [H][H] (hydrogen). Solvent: CS(=O)C (dimethylsulphoxide), O (water), CS(=O)C (dimethylsulphoxide), CS(=O)C (dimethylsulphoxide). Conditions: time 10 minute. Yields the product OCC1C(C2CCC1C2)C=CCCCC(=O)O (6-(3-hydroxymethylbicyclo[2.2.1]-hept-2-yl)-hex-5-enoic acid). The yield is 129.7%. Reaction SMILES: [H-].[Na+].[H][H].[Br-].[C:6]([CH2:9][CH2:10][CH2:11][CH2:12][P+](C1C=CC=CC=1)(C1C=CC=CC=1)C1C=CC=CC=1)([OH:8])=[O:7].O[CH:33]1[CH:41]2[CH:36]([CH:37]3[CH2:42][CH:40]2[CH2:39][CH2:38]3)[CH2:35][O:34]1>CS(C)=O.O>[OH:34][CH2:35][CH:36]1[CH:37]2[CH2:42][CH:40]([CH2:39][CH2:38]2)[CH:41]1[CH:33]=[CH:12][CH2:11][CH2:10][CH2:9][C:6]([OH:8])=[O:7] |f:0.1,3.4|. Procedure: 12 g (0.4 mole) of 80% strength NaH are added to 240 ml of absolute dimethylsulphoxide under an inert gas, and the mixture is warmed at 60° to 70° C. until the evolution of hydrogen has ended. Thereafter, 88.4 g (0.2 mole) of 4-carboxybutyl-triphenyl-phosphonium bromide in 200 ml of absolute dimethylsulphoxide are added at 15° to 16° C. After the mixture has been subsequently stirred for 10 minutes, 15.4 g (0.1 mole) of 1-hydroxyoctahydro-4,7-methano-iso-benzofuran in 50 ml of absolute dimethyls... Reaction SMILES: [C:41]([O:42][BH-:43]([O:44][C:45](=[O:46])[CH3:47])[O:48][C:49](=[O:50])[CH3:51])(=[O:52])[CH3:53].[Cl:37][CH:38]([Cl:39])[CH3:40].[N+:19](=[O:20])([O-:21])[c:22]1[c:23]([CH:35]=[O:36])[cH:24][c:25]([O:28][c:29]2[cH:30][cH:31][cH:32][cH:33][cH:34]2)[n:26][cH:27]1.[NH2:1][CH:2]([CH2:3][C:4](=[O:5])[NH:6][CH2:7][CH2:8][C:9]([CH3:10])([CH3:11])[CH3:12])[CH:13]1[CH2:14][CH2:15][CH2:16][CH2:17][CH2:18]1.[Na+:54].[Na+:56].[OH-:55]>>[NH:1]([CH:2]([CH2:3][C:4](=[O:5])[NH:6][CH2:7][CH2:8][C:9]([CH3:10])([CH3:11])[CH3:12])[CH:13]1[CH2:14][CH2:15][CH2:16][CH2:17][CH2:18]1)[CH2:35][c:23]1[c:22]([N+:19](=[O:20])[O-:21])[cH:27][n:26][c:25]([O:28][c:29]2[cH:30][cH:31][cH:32][cH:33][cH:34]2)[cH:24]1. Reactants: CC(=O)O[BH-](OC(C)=O)OC(C)=O, CC(Cl)Cl, O=Cc1cc(Oc2ccccc2)ncc1[N+](=O)[O-], CC(C)(C)CCNC(=O)CC(N)C1CCCCC1, [Na+], [Na+], [OH-]. The product is CC(C)(C)CCNC(=O)CC(NCc1cc(Oc2ccccc2)ncc1[N+](=O)[O-])C1CCCCC1. The reactants are CN=C=S, CN(C)C=O, CC1NC(=O)NN=C1c1ccc(N)cc1. Product: CNC(=S)Nc1ccc(C2=NNC(=O)NC2C)cc1. Reaction SMILES: [CH3:16][N:17]=[C:18]=[S:19].[CH3:20][N:21]([CH3:22])[CH:23]=[O:24].[NH2:1][c:2]1[cH:3][cH:4][c:5]([C:8]2=[N:13][NH:12][C:11](=[O:14])[NH:10][CH:9]2[CH3:15])[cH:6][cH:7]1>>[NH:1]([c:2]1[cH:3][cH:4][c:5]([C:8]2=[N:13][NH:12][C:11](=[O:14])[NH:10][CH:9]2[CH3:15])[cH:6][cH:7]1)[C:18]([NH:17][CH3:16])=[S:19].